Dataset: the Open Reaction Database (ORD), a public repository of structured organic reaction records. Task: describe an organic reaction: reactants, conditions, products, and yield Starting materials: N=1NC(C=CC1)=O (pyridazin-3(2H)-one), N (NH3), BrC1=CC=C(C=C1)[C@@H]1[C@H](C1)CN1[C@@H](CCC1)C ((R)-1-(((1S,2S)-2-(4-bromophenyl)cyclopropyl)methyl)-2-methylpyrrolidine), product. Product: C[C@H]1N(CCC1)C[C@@H]1[C@H](C1)C1=CC=C(C=C1)N1C(CC1)=O (1-[4-((1S,2S)-2-{[(2R)-2-methylpyrrolidin-1-yl]methyl}cyclopropyl)phenyl]azetidin-2-one). Reaction SMILES: N1[NH:2][C:3](=[O:7])[CH:4]=[CH:5]C=1.Br[C:9]1[CH:14]=[CH:13][C:12]([C@H:15]2[CH2:17][C@@H:16]2[CH2:18][N:19]2[CH2:23][CH2:22][CH2:21][C@H:20]2[CH3:24])=[CH:11][CH:10]=1.N>>[CH3:24][C@@H:20]1[CH2:21][CH2:22][CH2:23][N:19]1[CH2:18][C@H:16]1[CH2:17][C@@H:15]1[C:12]1[CH:13]=[CH:14][C:9]([N:2]2[CH2:5][CH2:4][C:3]2=[O:7])=[CH:10][CH:11]=1. Reported procedure: The title compound was prepared using the procedure described in Example 35B substituting azetidin-2-one for pyridazin-3(2H)-one and substituting the product from Example 35A for the product from Example 34F. 1H NMR (300 MHz, CD3OD) δ 0.98-1.04 (m, 1H), 1.08-1.15 (m, 1H), 1.34 (d, J=6 Hz, 3H), 1.35 (m, 1H), 1.59-1.72 (m, 1H), 1.94-2.04 (m, 3H), 2.18-2.29 (m, 1H), 2.75 (q, J=6 Hz, 1H), 2.98-3.07 (m, 1H), 3.08 (t, J=6 Hz, 2H), 3.16-3.26 (m, 1H), 3.32-3.36 (m, 1H), 3.52-3.62 (m, 1H), 3.65 (t, J=6 H...